This data is from the Open Reaction Database (ORD), a public repository of structured organic reaction records. The task is: describe an organic reaction: reactants, conditions, products, and yield Reactants: Intermediate 6, ClC=1N=NC(=CC1)CC1=C(C=CC(=C1)[C@@H]1O[C@@H]([C@H]([C@@H]([C@H]1OCC1=CC=CC=C1)OCC1=CC=CC=C1)OCC1=CC=CC=C1)COCC1=CC=CC=C1)Cl (3-Chloro-6-(2-chloro-5-((2S,3S,4R,5R,6R)-3,4,5-tris(benzyloxy)-6-(benzyloxymethyl)-tetrahydro-2H-pyran-2-yl)benzyl)pyridazine), O1CCCC1 (tetrahydrofuran), C(C)(C)N(C(C)C)CC (N,N-diisopropylethylamine), C#CC1=CC=CC=C1 (phenylacethylene). The reagents and catalysts are Cl[Pd]([P](C1=CC=CC=C1)(C2=CC=CC=C2)C3=CC=CC=C3)([P](C4=CC=CC=C4)(C5=CC=CC=C5)C6=CC=CC=C6)Cl (dichlorobis(triphenyl-phosphine)palladium (II)), [Cu]I (copper(I) iodide). Reaction conditions: time 8 hour. Product: ClC1=C(CC=2N=NC(=CC2)C#CC2=CC=CC=C2)C=C(C=C1)[C@@H]1O[C@@H]([C@H]([C@@H]([C@H]1OCC1=CC=CC=C1)OCC1=CC=CC=C1)OCC1=CC=CC=C1)COCC1=CC=CC=C1 (3-(2-Chloro-5-((2S,3S,4R,5R,6R)-3,4,5-tris(benzyloxy)-6-(benzyloxymethyl)-tetrahydro-2H-pyran-2-yl)benzyl)-6-(phenylethynyl)pyridazine). RXN SMILES: ClC1N=[N:4][C:5]([CH2:8][C:9]2[CH:14]=[C:13]([C@H:15]3[C@H:20]([O:21][CH2:22][C:23]4[CH:28]=[CH:27][CH:26]=[CH:25][CH:24]=4)[C@@H:19]([O:29][CH2:30][C:31]4[CH:36]=[CH:35][CH:34]=[CH:33][CH:32]=4)[C@H:18]([O:37][CH2:38][C:39]4[CH:44]=[CH:43][CH:42]=[CH:41][CH:40]=4)[C@@H:17]([CH2:45][O:46][CH2:47][C:48]4[CH:53]=[CH:52][CH:51]=[CH:50][CH:49]=4)[O:16]3)[CH:12]=[CH:11][C:10]=2[Cl:54])=CC=1.C([N:58](CC)[CH:59]([CH3:61])[CH3:60])(C)C.C#[C:65][C:66]1[CH:71]=[CH:70][CH:69]=[CH:68][CH:67]=1.O1CCC[CH2:73]1>Cl[Pd](Cl)([P](C1C=CC=CC=1)(C1C=CC=CC=1)C1C=CC=CC=1)[P](C1C=CC=CC=1)(C1C=CC=CC=1)C1C=CC=CC=1.[Cu]I>[Cl:54][C:10]1[CH:11]=[CH:12][C:13]([C@H:15]2[C@H:20]([O:21][CH2:22][C:23]3[CH:28]=[CH:27][CH:26]=[CH:25][CH:24]=3)[C@@H:19]([O:29][CH2:30][C:31]3[CH:36]=[CH:35][CH:34]=[CH:33][CH:32]=3)[C@H:18]([O:37][CH2:38][C:39]3[CH:44]=[CH:43][CH:42]=[CH:41][CH:40]=3)[C@@H:17]([CH2:45][O:46][CH2:47][C:48]3[CH:53]=[CH:52][CH:51]=[CH:50][CH:49]=3)[O:16]2)=[CH:14][C:9]=1[CH2:8][C:5]1[N:4]=[N:58][C:59]([C:60]#[C:65][C:66]2[CH:71]=[CH:70][CH:69]=[CH:68][CH:67]=2)=[CH:61][CH:73]=1 |^1:79,98|. Procedure: To a mixture of Intermediate 6 (compound 24, 381 mg, 0.5 mmol), dichlorobis(triphenyl-phosphine)palladium (II) (35 mg, 0.05 mmol) and copper(I) iodide (10 mg, 0.05 mmol) in tetrahydrofuran (10 mL) was added N,N-diisopropylethylamine (0.35 mL, 2.5 mmol) and phenylacethylene (0.07 mL, 0.6 mmol). The resulting mixture was stirred at ambient temperature overnight. After dilution with ethyl acetate, the organic layer was washed with water and brine prior to drying over magnesium sulfate. Filtration t...